From a dataset of the Open Reaction Database (ORD), a public repository of structured organic reaction records. describe an organic reaction: reactants, conditions, products, and yield The reactants are C(C)OC(=O)C=1N=CC2=CC(=CC=C2C1O)OC1=C(C=C(C=C1)F)Cl (4-hydroxy-7-(4-fluoro-2-chloro-phenoxy)-isoquinoline-3-carboxylic acid ethyl ester), C1CC(=O)N(C1=O)Br (NBS). Solvent: C(Cl)Cl (CH2Cl2). The product is C(C)OC(=O)C=1N=C(C2=CC(=CC=C2C1O)OC1=C(C=C(C=C1)F)Cl)Br (1-Bromo-4-hydroxy-7-(4-fluoro-2-chloro-phenoxy)-isoquinoline-3-carboxylic acid ethyl ester). Yield: 72.2%. Reaction SMILES: [CH2:1]([O:3][C:4]([C:6]1[N:7]=[CH:8][C:9]2[C:14]([C:15]=1[OH:16])=[CH:13][CH:12]=[C:11]([O:17][C:18]1[CH:23]=[CH:22][C:21]([F:24])=[CH:20][C:19]=1[Cl:25])[CH:10]=2)=[O:5])[CH3:2].C1C(=O)N([Br:33])C(=O)C1>C(Cl)Cl>[CH2:1]([O:3][C:4]([C:6]1[N:7]=[C:8]([Br:33])[C:9]2[C:14]([C:15]=1[OH:16])=[CH:13][CH:12]=[C:11]([O:17][C:18]1[CH:23]=[CH:22][C:21]([F:24])=[CH:20][C:19]=1[Cl:25])[CH:10]=2)=[O:5])[CH3:2]. Reported procedure: A mixture of 4-hydroxy-7-(4-fluoro-2-chloro-phenoxy)-isoquinoline-3-carboxylic acid ethyl ester (610 mg, 1.69 mmol) and NBS (331 mg, 1.86 mmol) in CH2Cl2 (17 mL) was refluxed for 3 h and then concentrated. Residue was triturate with acetone (15 mL). Solid was collected and dried to provide the title compound 540 mg (1.22 mmol) in 73% yield. 1H NMR (200 MHz) in CDCl3, δ ppm: 11.90 (s, 1H), 8.37 (d, J=8.8 Hz, 1H), 7.47 (m, 2H), 7.15 (m, 3H), 4.54 (br q, J=7.3 Hz, 2H), 1.49 (br t, J=7.3 Hz, 3H). Starting materials: Cc1ccc(S(=O)(=O)n2cnc3ccc(C(=O)Nc4ccccc4NC(=O)c4ccc(C(C)(C)C)cc4)cc32)cc1, C1CCOC1, On1nnc2ccccc21. Yields the product CC(C)(C)c1ccc(C(=O)Nc2ccccc2NC(=O)c2ccc3[nH]cnc3c2)cc1. RXN SMILES: [C:1]([CH3:2])([CH3:3])([CH3:4])[c:5]1[cH:6][cH:7][c:8]([C:9](=[O:10])[NH:11][c:12]2[c:13]([NH:18][C:19](=[O:20])[c:21]3[cH:22][cH:23][c:24]4[c:25]([n:26]([S:29]([c:30]5[cH:31][cH:32][c:33]([CH3:34])[cH:35][cH:36]5)(=[O:37])=[O:38])[cH:27][n:28]4)[cH:39]3)[cH:14][cH:15][cH:16][cH:17]2)[cH:40][cH:41]1.[CH2:52]1[O:53][CH2:54][CH2:55][CH2:56]1.[OH:42][n:43]1[c:44]2[c:45]([cH:46][cH:47][cH:48][cH:49]2)[n:50][n:51]1>>[C:1]([CH3:2])([CH3:3])([CH3:4])[c:5]1[cH:6][cH:7][c:8]([C:9](=[O:10])[NH:11][c:12]2[c:13]([NH:18][C:19](=[O:20])[c:21]3[cH:22][cH:23][c:24]4[c:25]([n:26][cH:27][nH:28]4)[cH:39]3)[cH:14][cH:15][cH:16][cH:17]2)[cH:40][cH:41]1.